This data is from the Open Reaction Database (ORD), a public repository of structured organic reaction records. The task is: describe an organic reaction: reactants, conditions, products, and yield The reactants are [H-].[Na+] (sodium hydride), CC=1C=C(CBr)C=CC1 (3-methylbenzylbromide), N1=CC(=CC=C1)C(=O)C1=CNC2=CC=CC=C2C1=O (3-(pyridine-3-carbonyl)-1H-quinolin-4-one), CN(C=O)C (dimethylformamide). Solvent: C(C)#N (acetonitrile). Yields the product CC=1C=C(CN2C=C(C(C3=CC=CC=C23)=O)C(=O)C=2C=NC=CC2)C=CC1 (1-(3-Methyl-benzyl)-3-(pyridine-3-carbonyl)-1H-quinolin-4-one). As a reaction SMILES: [H-].[Na+].[N:3]1[CH:8]=[CH:7][CH:6]=[C:5]([C:9]([C:11]2[C:20](=[O:21])[C:19]3[C:14](=[CH:15][CH:16]=[CH:17][CH:18]=3)[NH:13][CH:12]=2)=[O:10])[CH:4]=1.CN(C)C=O.[CH3:27][C:28]1[CH:29]=[C:30]([CH:33]=[CH:34][CH:35]=1)[CH2:31]Br>C(#N)C>[CH3:27][C:28]1[CH:29]=[C:30]([CH:33]=[CH:34][CH:35]=1)[CH2:31][N:13]1[C:14]2[C:19](=[CH:18][CH:17]=[CH:16][CH:15]=2)[C:20](=[O:21])[C:11]([C:9]([C:5]2[CH:4]=[N:3][CH:8]=[CH:7][CH:6]=2)=[O:10])=[CH:12]1 |f:0.1|. Reported procedure: Compound 4hh was prepared following the procedure outlined in Step 3 of Example 1 using 16 mg (0.40 mmol) of sodium hydride (60%), 75 mg (0.30 mmol) of 3-(pyridine-3-carbonyl)-1H-quinolin-4-one, 3 mL of anhydrous dimethylformamide, and 74.0 mg (0.4 mmol) of 3-methylbenzylbromide. The crude product was purified by flash chromatography to yield 35 mg of 4hh as a colorless solid: LC-MSD, m/z for C23H18N2O2, [M+H]+=355.4, [M+2H]+=356.4; Reverse phase HPLC (gradient acetonitrile 0.1% TFA 20-95% in 4 ... Reactants: COC(=O)C1=CC=C(O1)N (methyl-2-amino-5-furoate), OC(CC(C)=O)=C1C(OC(OC1=O)(C)C)=O (5-(1-hydroxy-3-oxobutylidene)-2,2-dimethyl-1,3-dioxane-4,6-dione), CS(=O)(=O)O (methane sulfonic acid). Solvent: C1(=CC=CC=C1)C (toluene), O1CCOCC1 (1,4 dioxane). Conditions: temperature 98 celsius, time 12 hour. The product is OC1=CC(N(C(=C1)C)C1=CC=C(O1)C(=O)OC)=O (methyl 5-(4-hydroxy-6-methyl-2-oxopyridin-1(2H)-yl)-2-furoate). Isolated yield 44.1%. As a reaction SMILES: [CH3:1][O:2][C:3]([C:5]1[O:9][C:8]([NH2:10])=[CH:7][CH:6]=1)=[O:4].[OH:11][C:12](=[C:17]1C(=O)OC(C)(C)[O:19][C:18]1=O)[CH2:13][C:14](=O)[CH3:15].CS(O)(=O)=O>O1CCOCC1.C1(C)C=CC=CC=1>[OH:11][C:12]1[CH:13]=[C:14]([CH3:15])[N:10]([C:8]2[O:9][C:5]([C:3]([O:2][CH3:1])=[O:4])=[CH:6][CH:7]=2)[C:18](=[O:19])[CH:17]=1. Procedure details: To a room temperature solution of methyl-2-amino-5-furoate (4.85 g, 34.4 mmol) in 1,4 dioxane (28.0 mL) was added 5-(1-hydroxy-3-oxobutylidene)-2,2-dimethyl-1,3-dioxane-4,6-dione (8.16 g, 44.3 mmol). The reaction was stirred vigorously and heated quickly (within 8 minutes) to an internal temperature of 98° C. Upon reaching temperature, the reaction was maintained for 1.0 hour. At this time, the reaction was cooled to room temperature rapidly using an ice-bath and methane sulfonic acid (3.30 g, 3... The reactants are BrC1=C(SC=C1)C(=O)C1=CC(=CC=C1)OC ((3-Bromothien-2-yl) (3-methoxyphenyl)methanone), O.NN (hydrazine hydrate). Solvent: C(CO)O (ethylene glycol). Conditions: temperature 130 celsius. The product is COC=1C=C(C=CC1)C=NN ((3-methoxyphenyl)methanone hydrazone). Reaction SMILES: BrC1C=CSC=1[C:7]([C:9]1[CH:14]=[CH:13][CH:12]=[C:11]([O:15][CH3:16])[CH:10]=1)=O.O.[NH2:18][NH2:19]>C(O)CO>[CH3:16][O:15][C:11]1[CH:10]=[C:9]([CH:7]=[N:18][NH2:19])[CH:14]=[CH:13][CH:12]=1 |f:1.2|. Procedure: A mixture of (3-Bromothien-2-yl) (3-methoxyphenyl)methanone (10.0 g), hydrazine hydrate (10 ml, above 99% purity), and 75 ml of ethylene glycol was heated at 130° C. for three hours. The reaction mixture was then quenched with water and extracted with ether. The ether solution was washed three times with water and dried over anhydrous magnesium sulfate. The ether was then evaporated to give 5.5 g of an oil. This was then column chromatographed on a silica gel column packed in hexane using 15% et... Starting materials: C=C1CSC2C(NC(=O)Cc3ccccc3)C(=O)N2C1C(=O)OC(C)(C)C, [Cl-], [Cl-], [Cl-], [Cl-], ClCCl, Cl, O, [Ti+4]. The product is C=C1CSC2C(NC(=O)Cc3ccccc3)C(=O)N2C1C(=O)O. As a reaction SMILES: [CH2:1]=[C:2]1[CH2:3][S:4][CH:5]2[N:6]([CH:7]1[C:8](=[O:9])[O:10][C:11]([CH3:12])([CH3:13])[CH3:14])[C:15](=[O:27])[CH:16]2[NH:17][C:18]([CH2:19][c:20]1[cH:21][cH:22][cH:23][cH:24][cH:25]1)=[O:26].[Cl-:33].[Cl-:34].[Cl-:35].[Cl-:36].[Cl:30][CH2:31][Cl:32].[ClH:28].[OH2:29].[Ti+4:37]>>[CH2:1]=[C:2]1[CH2:3][S:4][CH:5]2[N:6]([CH:7]1[C:8](=[O:9])[OH:10])[C:15](=[O:27])[CH:16]2[NH:17][C:18]([CH2:19][c:20]1[cH:21][cH:22][cH:23][cH:24][cH:25]1)=[O:26].